Dataset: the Open Reaction Database (ORD), a public repository of structured organic reaction records. Task: describe an organic reaction: reactants, conditions, products, and yield RXN SMILES: P(Cl)(Cl)(Cl)=O.[C:6]([NH:10]C)([NH:8][CH3:9])=O.[NH2:12][C:13]1[CH:18]=[C:17]([Cl:19])[C:16]([N:20]=[C:21]2[NH:25][CH2:24][CH2:23][NH:22]2)=[C:15]([Cl:26])[CH:14]=1.O1CCC[CH2:28]1>>[Cl:26][C:15]1[CH:14]=[C:13]([N:12]([CH3:28])[C:6]([NH:8][CH3:9])=[NH:10])[CH:18]=[C:17]([Cl:19])[C:16]=1[N:20]=[C:21]1[NH:25][CH2:24][CH2:23][NH:22]1. Reactants: P(=O)(Cl)(Cl)Cl (Phosphoryl chloride), NC1=CC(=C(C(=C1)Cl)N=C1NCCN1)Cl (2-(4-amino-2,6-dichlorophenylimino) imidazolidine), O1CCCC1 (tetrahydrofuran), C(=O)(NC)NC (dimethylurea), O1CCCC1 (tetrahydrofuran). Reaction conditions: time 5 hour. Yields the product ClC1=C(C(=CC(=C1)N(C(=N)NC)C)Cl)N=C1NCCN1 (2-[2,6-dichloro-4-(1,3-dimethylguanidino)phenylimino]imidazolidine). Reported procedure: Phosphoryl chloride (4.4 ml, 0.047 M) was added with cooling to dimethylurea (4 g, 0.045 M) in tetrahydrofuran (60 ml). After stirring at room temperature for 5 hours the mixture was added to 2-(4-amino-2,6-dichlorophenylimino) imidazolidine (3.0 g, 0.012 M) in tetrahydrofuran (60 ml). The mixture was refluxed for 18 hours and then evaporated to give an oily solid. The residue was extracted into 2 M HCl, washed with methylene chloride and then basified. Extraction of the alkaline mixture with me... Starting materials: CO.C(C)(=O)OCC (methanol ethyl acetate), ClC=1C=C(C=CC1)C1OCCN(C1)CCC1=CC=C(C=C1)OC (4-[2-(2-[3-chlorophenyl]morpholino)ethyl]anisole). The solvent is Br (hydrobromic acid). Run at time 4 hour. Product: Cl (hydrogen chloride), Cl.COC(COC1=CC=C(C=C1)CCN1CC(OCC1)C1=CC(=CC=C1)Cl)=O (4-[2-(2-[3-Chlorophenyl]morpholino)ethyl]phenoxyacetic acid methyl ester hydrochloride). As a reaction SMILES: [Cl:1][C:2]1[CH:3]=[C:4]([CH:8]2[CH2:13][N:12]([CH2:14][CH2:15][C:16]3[CH:21]=[CH:20][C:19]([O:22][CH3:23])=[CH:18][CH:17]=3)[CH2:11][CH2:10][O:9]2)[CH:5]=[CH:6][CH:7]=1.CO.[C:26]([O:29][CH2:30]C)(=[O:28])C>Br>[ClH:1].[ClH:1].[CH3:30][O:29][C:26](=[O:28])[CH2:23][O:22][C:19]1[CH:18]=[CH:17][C:16]([CH2:15][CH2:14][N:12]2[CH2:11][CH2:10][O:9][CH:8]([C:4]3[CH:5]=[CH:6][CH:7]=[C:2]([Cl:1])[CH:3]=3)[CH2:13]2)=[CH:21][CH:20]=1 |f:1.2,5.6|. Procedure: A mixture of 4-[2-(2-[3-chlorophenyl]morpholino)ethyl]anisole (2.6 g) in 48% aqueous hydrobromic acid (90 ml) was heated under reflux, with stirring, for 4 hours, cooled and evaporated to dryness. The residue was dissolved in acetone (80 ml), added to a mixture of anhydrous potassium carbonate (11 g), potassium iodide (50 mg) and methyl bromoacetate (1.5 ml) and the resultant mixture heated under reflux, with stirring, overnight. After cooling, filtering and evaporating the filtrate to dryness, ...